describe an organic reaction: reactants, conditions, products, and yield From a dataset of the Open Reaction Database (ORD), a public repository of structured organic reaction records. Reactants: ClC1=C(C=NC=C1)[N+](=O)[O-] (4-chloro-3-nitropyridine), [NH4+] (ammonium), [Mn](=O)(=O)(=O)[O-].[K+] (potassium permanganate). Run in liquid. Conditions: temperature -33 celsius, time 5 hour. Product: ClC1=CC(=NC=C1[N+](=O)[O-])N (4-Chloro-5-nitropyridine-2-amine). Isolated yield 33.0%. As a reaction SMILES: [Cl:1][C:2]1[CH:7]=[CH:6][N:5]=[CH:4][C:3]=1[N+:8]([O-:10])=[O:9].[NH4+:11].[Mn]([O-])(=O)(=O)=O.[K+]>>[Cl:1][C:2]1[C:3]([N+:8]([O-:10])=[O:9])=[CH:4][N:5]=[C:6]([NH2:11])[CH:7]=1 |f:2.3|. Procedure: To 4-chloro-3-nitropyridine (10.0 g, 63.1 mmol) in 500 ml of liquid ammonium was added potassium permanganate (19.9 g, 126.1 mmol). The reaction was stirred at this temperature (−33° C.) for 5 hours then slowly warmed to room temperature. After evaporation of ammonia, water (1 L) was added. The solid formed was collected by filtration and washed with water (2 L). The solid was extracted with 1:1=DCM:EtOAc (5×500 ml). The solvent was removed and the resulting solid was recrystallized from EtOAc (... Starting materials: CC(C[NH-])CC1=CC=CC=C1 (2-methyl-3-phenylpropylamide), [H-].[Al+3].[Li+].[H-].[H-].[H-] (lithium aluminium hydride), S(=O)(=O)([O-])[O-].[Na+].[Na+] (sodium sulfate). The solvent is O1CCCC1 (tetrahydrofuran). Conditions: time 5 hour. Yields the product CC(CN)CC1=CC=CC=C1 (2-Methyl-3-phenylpropylamine). As a reaction SMILES: [CH3:1][CH:2]([CH2:5][C:6]1[CH:11]=[CH:10][CH:9]=[CH:8][CH:7]=1)[CH2:3][NH-:4].[H-].[Al+3].[Li+].[H-].[H-].[H-].S([O-])([O-])(=O)=O.[Na+].[Na+]>O1CCCC1>[CH3:1][CH:2]([CH2:5][C:6]1[CH:11]=[CH:10][CH:9]=[CH:8][CH:7]=1)[CH2:3][NH2:4] |f:1.2.3.4.5.6,7.8.9|. Procedure details: A mixture of commercially available 2-methyl-3-phenylpropylamide (4.32 g, 26.5 mmol) and lithium aluminium hydride (1.3 g, 34.3 mmol) in tetrahydrofuran (184 ml) was stirred at room temperature for 5 h. The reaction mixture was poured into saturated aqueous sodium sulfate and extracted with dichloromethane followed. The combined organic extracts were dried (sodium sulfate) and evaporated to provide the amine as an oil. For alternative preparations see: Dornow and Fust, Chem. Ber. 87, 984 (1954). Reactants: C(C)NC=1N=C(N=NC1C=O)SC (5-ethylamino-3-methylsulfanyl-1,2,4-triazine-6-carbaldehyde), COC=1C=C(C=C(C1)OC)CC#N (3,5-dimethoxyphenylacetonitrile), C([O-])([O-])=O.[K+].[K+] (potassium carbonate). Solvent: C1CCOC1 (THF). Run at temperature 65 celsius. Yields the product COC=1C=C(C=C(C1)OC)C1=CC2=C(N=C(N=N2)SC)N(C1=N)CC (7-(3,5-Dimethoxy-phenyl)-5-ethyl-3-methylsulfanyl-5H-pyrido[2,3-e]-1,2,4-triazin-6-ylideneamine). The yield is 60.0%. RXN SMILES: [CH2:1]([NH:3][C:4]1[N:5]=[C:6]([S:12][CH3:13])[N:7]=[N:8][C:9]=1[CH:10]=O)[CH3:2].CO[C:16]1[CH:17]=[C:18]([CH2:24][C:25]#[N:26])[CH:19]=[C:20]([O:22][CH3:23])[CH:21]=1.[C:27](=[O:30])([O-])[O-].[K+].[K+]>C1COCC1>[CH3:23][O:22][C:20]1[CH:19]=[C:18]([C:24]2[C:25](=[NH:26])[N:3]([CH2:1][CH3:2])[C:4]3[N:5]=[C:6]([S:12][CH3:13])[N:7]=[N:8][C:9]=3[CH:10]=2)[CH:17]=[C:16]([O:30][CH3:27])[CH:21]=1 |f:2.3.4|. Procedure: To a solution of 5.0 g (25.2 mmol) of 5-ethylamino-3-methylsulfanyl-1,2,4-triazine-6-carbaldehyde in 125 mL of THF was added 6.7 g (37.8 mmol) of 3,5-dimethoxyphenylacetonitrile followed by 17.4 g (126.1 mmol) of potassium carbonate. The reaction mixture was warmed at 65° C. for 2 days, concentrated under vacuum, diluted with ethyl acetate, and washed three times with a saturated solution of sodium bicarbonate, once with water and brine. The organic phase was dried over magnesium sulfate, filter... The reactants are C(C)(=O)O[C@@H]1[C@H](O[C@H]([C@@H]1OC(C)=O)N1C2=NC(=NC(=C2N=C1)NCC(C1=CC=C(C=C1)Cl)C1=CC=C(C=C1)Cl)C#N)COC(C)=O ((2R,3R,4R,5R)-4-(acetyloxy)-2-[(acetyloxy)methyl]-5-(6-{[2,2-bis(4-chlorophenyl)ethyl]amino}-2-cyano-9H-purin-9-yl)tetrahydro-3-furanyl acetate), N (ammonia), C([O-])([O-])=O.[Na+].[Na+] (sodium carbonate). The reagents and catalysts are [Pd] (Palladium on carbon). Run in C(C)O (ethanol). Reaction conditions: time 16 hour. Yields the product NCC1=NC(=C2N=CN(C2=N1)[C@@H]1O[C@@H]([C@H]([C@H]1O)O)CO)NCC(C1=CC=C(C=C1)Cl)C1=CC=C(C=C1)Cl ((2R,3R,4S,5R)-2-(2-(Aminomethyl)-6-{[2,2-bis(4-chlorophenyl)ethyl]amino}-9H-purin-9-yl)-5-(hydroxymethyl)tetrahydro-3,4-furandiol). The yield is 50.4%. RXN SMILES: C([O:4][C@H:5]1[C@@H:9]([O:10]C(=O)C)[C@H:8]([N:14]2[CH:22]=[N:21][C:20]3[C:15]2=[N:16][C:17]([C:40]#[N:41])=[N:18][C:19]=3[NH:23][CH2:24][CH:25]([C:33]2[CH:38]=[CH:37][C:36]([Cl:39])=[CH:35][CH:34]=2)[C:26]2[CH:31]=[CH:30][C:29]([Cl:32])=[CH:28][CH:27]=2)[O:7][C@@H:6]1[CH2:42][O:43]C(=O)C)(=O)C.N.C(=O)([O-])[O-].[Na+].[Na+]>C(O)C.[Pd]>[NH2:41][CH2:40][C:17]1[N:16]=[C:15]2[C:20]([N:21]=[CH:22][N:14]2[C@H:8]2[C@H:9]([OH:10])[C@H:5]([OH:4])[C@@H:6]([CH2:42][OH:43])[O:7]2)=[C:19]([NH:23][CH2:24][CH:25]([C:33]2[CH:34]=[CH:35][C:36]([Cl:39])=[CH:37][CH:38]=2)[C:26]2[CH:27]=[CH:28][C:29]([Cl:32])=[CH:30][CH:31]=2)[N:18]=1 |f:2.3.4|. Reported procedure: A solution of (2R,3R,4R,5R)-4-(acetyloxy)-2-[(acetyloxy)methyl]-5-(6-{[2,2-bis(4-chlorophenyl)ethyl]amino}-2-cyano-9H-purin-9-yl)tetrahydro-3-furanyl acetate (700 mg, 1 mmol) (Preparation 64) in ethanol (20 ml) was saturated with ammonia gas. 10% Palladium on carbon (140 mg) was added and the reaction mixture stirred under an atmosphere of hydrogen gas (414 kPa, 60 psi) at room temperature for 16 hours. The Palladium on carbon was filtered off through Arbocel (Trade Mark) and the filtrate was ev... Starting materials: [N+](=O)([O-])C=1C=C(CCl)C=CC1 (3-nitrobenzyl chloride), ( V ), Cl (hydrogen chloride), [OH-].[K+] (KOH), [H-].[Na+] (NaH). Solvent: CN(P(=O)(N(C)C)N(C)C)C (hexamethylphosphoramide), CN(C=O)C (dimethylformamide). Yields the product [N+](=O)([O-])C1=CC=CC=C1 (nitrobenzene), ( VI ). Reaction SMILES: [N+:1]([C:4]1[CH:5]=[C:6]([CH:9]=[CH:10][CH:11]=1)CCl)([O-:3])=[O:2].Cl.[OH-].[K+].[H-].[Na+]>CN(C)P(N(C)C)(N(C)C)=O.CN(C)C=O>[N+:1]([C:4]1[CH:5]=[CH:6][CH:9]=[CH:10][CH:11]=1)([O-:3])=[O:2] |f:2.3,4.5|. Procedure: A derivative of 3-nitrobenzyl chloride (IV) and a compound of the formula (V) are reacted in a solvent such as dimethylformamide, hexamethylphosphoramide, etc., in the presence of a hydrogen chloride acceptor such as KOH, NaH, etc., at a temperature in the range from -10° to 150° C., preferably from 0° to 80° C., for 0.1 to 20 hours, preferably 0.5 to 10 hours, to obtain a nitrobenzene derivative of the formula (VI). This nitrobenzene derivative is reduced into an aniline derivative (VII) by a c... Reactants: C(Cl)Cl.CO.N (methylene chloride methanol ammonia), C(CCC)[Sn](CCCC)=O (Dibutyltin oxide), O([C@H]1[C@H](O)[C@@H](O)[C@@H](O)[C@H](O1)CO)C1=CC=C(C=C1)[N+](=O)[O-] (p-nitrophenyl β-D-galactopyranoside), C(C1=CC=CC=C1)Br (benzyl bromide). Solvent: O1CCOCC1 (dioxane). Conditions: time 3 hour. Product: C(C1=CC=CC=C1)O[C@@H]1[C@H]([C@H](OC2=CC=C(C=C2)[N+](=O)[O-])O[C@@H]([C@@H]1O)CO)O (p-Nitrophenyl 3-O-benzyl-β-D-galactopyranoside). Reaction SMILES: C([Sn](=O)CCCC)CCC.[O:11]([C:23]1[CH:28]=[CH:27][C:26]([N+:29]([O-:31])=[O:30])=[CH:25][CH:24]=1)[C@@H:12]1[O:20][C@H:19]([CH2:21][OH:22])[C@H:17]([OH:18])[C@H:15]([OH:16])[C@H:13]1[OH:14].[CH2:32](Br)[C:33]1[CH:38]=[CH:37][CH:36]=[CH:35][CH:34]=1.C(Cl)Cl.CO.N>O1CCOCC1>[CH2:32]([O:16][C@H:15]1[C@@H:17]([OH:18])[C@@H:19]([CH2:21][OH:22])[O:20][C@@H:12]([O:11][C:23]2[CH:24]=[CH:25][C:26]([N+:29]([O-:31])=[O:30])=[CH:27][CH:28]=2)[C@@H:13]1[OH:14])[C:33]1[CH:38]=[CH:37][CH:36]=[CH:35][CH:34]=1 |f:3.4.5|. Procedure details: Dibutyltin oxide (1.87 g, 7.5 mmol) is added to a solution of p-nitrophenyl β-D-galactopyranoside (1.5 g, 5.0 mmol) in absolute dioxane (40 ml) and the mixture is heated under reflux. After 3 hours, benzyl bromide (3.6 ml, 30 mmol) are added to the solution obtained and the batch is stirred under reflux for a further 48 hours. The solvent is then distilled off in vacuo and the residue is purified by flash chromatography (ethyl acetate/petroleum ether 2:1→1:1]. Colourless crystals (1.58 g 81%) ar...